Dataset: the Open Reaction Database (ORD), a public repository of structured organic reaction records. Task: describe an organic reaction: reactants, conditions, products, and yield The reactants are ClC1=C(C#N)C=C(C=C1)[N+](=O)[O-] (2-Chloro-5-nitrobenzonitrile), C(C)NCC (diethylamine). The solvent is C(C)O (ethanol). Run at time 1 hour. The product is [N+](=O)([O-])C=1C=CC(=C(C#N)C1)N(CC)CC (5-nitro-2-diethylaminobenzonitrile). The yield is 86.6%. As a reaction SMILES: Cl[C:2]1[CH:9]=[CH:8][C:7]([N+:10]([O-:12])=[O:11])=[CH:6][C:3]=1[C:4]#[N:5].[CH2:13]([NH:15][CH2:16][CH3:17])[CH3:14]>C(O)C>[N+:10]([C:7]1[CH:8]=[CH:9][C:2]([N:15]([CH2:16][CH3:17])[CH2:13][CH3:14])=[C:3]([CH:6]=1)[C:4]#[N:5])([O-:12])=[O:11]. Reported procedure: 2-Chloro-5-nitrobenzonitrile (15 g) and diethylamine (15 g) were added to ethanol (100 ml) and the mixture was stirred at a refluxing temperature for 1 h. The solvent was evaporated under reduced pressure. Diisopropyl ether was added to the residue to allow crystallization. The crystals were recrystallized from hydrous ethanol to give 5-nitro-2-diethylaminobenzonitrile (15.6 g), melting point: 98° C. Starting materials: CO, CC(C)CC(C)O, CN1C(=O)C2(CC2)CN(C2CCCCC2)c2nc(Cl)ncc21, COc1cc(C(=O)NC2CCN(C)CC2)ccc1N, O, Cc1ccc(S(=O)(=O)O)cc1. The product is COc1cc(C(=O)NC2CCN(C)CC2)ccc1Nc1ncc2c(n1)N(C1CCCCC1)CC1(CC1)C(=O)N2C. Reaction SMILES: [CH3:54][OH:55].[CH3:56][CH:57]([CH3:58])[CH2:59][CH:60]([OH:61])[CH3:62].[Cl:1][c:2]1[n:3][cH:4][c:5]2[c:13]([n:14]1)[N:12]([CH:15]1[CH2:16][CH2:17][CH2:18][CH2:19][CH2:20]1)[CH2:11][C:8]1([C:7](=[O:21])[N:6]2[CH3:22])[CH2:9][CH2:10]1.[NH2:23][c:24]1[c:25]([O:40][CH3:41])[cH:26][c:27]([C:28](=[O:29])[NH:30][CH:31]2[CH2:32][CH2:33][N:34]([CH3:37])[CH2:35][CH2:36]2)[cH:38][cH:39]1.[OH2:42].[c:43]1([CH3:44])[cH:45][cH:46][c:47]([S:48]([OH:49])(=[O:50])=[O:51])[cH:52][cH:53]1>>[c:2]1([NH:23][c:24]2[c:25]([O:40][CH3:41])[cH:26][c:27]([C:28](=[O:29])[NH:30][CH:31]3[CH2:32][CH2:33][N:34]([CH3:37])[CH2:35][CH2:36]3)[cH:38][cH:39]2)[n:3][cH:4][c:5]2[c:13]([n:14]1)[N:12]([CH:15]1[CH2:16][CH2:17][CH2:18][CH2:19][CH2:20]1)[CH2:11][C:8]1([C:7](=[O:21])[N:6]2[CH3:22])[CH2:9][CH2:10]1. Reactants: IC1=CC=C(C=C1)C1(NNC(C1)=O)C (3-p-iodophenyl-3-methyl-pyrazolidin-5-one), FC1=CC=C(C=C1)[O-].[Na+] (sodium p-fluorophenolate). Solvent: CN(C)C=O (DMF). The product is FC1=CC=C(C=C1)C1=CC=C(C=C1)C1(NNC(C1)=O)C (3-(4'-fluoro-4-biphenylyl)-3-methyl-pyrazolidin-5-one). As a reaction SMILES: I[C:2]1[CH:7]=[CH:6][C:5]([C:8]2([CH3:14])[CH2:12][C:11](=[O:13])[NH:10][NH:9]2)=[CH:4][CH:3]=1.[F:15][C:16]1[CH:21]=[CH:20][C:19]([O-])=[CH:18][CH:17]=1.[Na+]>CN(C=O)C>[F:15][C:16]1[CH:21]=[CH:20][C:19]([C:2]2[CH:7]=[CH:6][C:5]([C:8]3([CH3:14])[CH2:12][C:11](=[O:13])[NH:10][NH:9]3)=[CH:4][CH:3]=2)=[CH:18][CH:17]=1 |f:1.2|. Procedure: A solution of 30.2 g of 3-p-iodophenyl-3-methyl-pyrazolidin-5-one (obtainable from p-iodoacetophenone via 3-hydroxy-3-p-iodophenyl-butyric acid ethyl ester and 3-p-iodophenyl-2-butenoic acid ethyl ester) and 13.4 g of sodium p-fluorophenolate in 200 ml of DMF is warmed for 8 hours at 130°. Working up in the usual manner gives 3-(4'-fluoro-4-biphenylyl)-3-methyl-pyrazolidin-5-one, m.p. 194°-196°. The reactants are BrC=1C=C(C(=C(C(=O)OC)C1)C)NC1CCOCC1 (methyl 5-bromo-2-methyl-3-((tetrahydro-2H-pyran-4-yl)amino)benzoate), C(C)=O (acetaldehyde), C(C)(=O)O (acetic acid), C(C)(=O)O[BH-](OC(C)=O)OC(C)=O.[Na+] (sodium triacetoxyborohydride), C([O-])(O)=O.[Na+] (sodium bicarbonate). Run in ClC(C)Cl (dichloroethane). Conditions: time 15 minute. Yields the product BrC=1C=C(C(=C(C(=O)OC)C1)C)N(C1CCOCC1)CC (Methyl 5-bromo-3-(ethyl(tetrahydro-2H-pyran-4-yl)amino)-2-methylbenzoate). Isolated yield 92.0%. RXN SMILES: [Br:1][C:2]1[CH:3]=[C:4]([NH:13][CH:14]2[CH2:19][CH2:18][O:17][CH2:16][CH2:15]2)[C:5]([CH3:12])=[C:6]([CH:11]=1)[C:7]([O:9][CH3:10])=[O:8].[CH:20](=O)[CH3:21].C(O)(=O)C.C(O[BH-](OC(=O)C)OC(=O)C)(=O)C.[Na+].C(=O)(O)[O-].[Na+]>ClC(Cl)C>[Br:1][C:2]1[CH:3]=[C:4]([N:13]([CH2:20][CH3:21])[CH:14]2[CH2:19][CH2:18][O:17][CH2:16][CH2:15]2)[C:5]([CH3:12])=[C:6]([CH:11]=1)[C:7]([O:9][CH3:10])=[O:8] |f:3.4,5.6|. Reported procedure: To a stirred solution of methyl 5-bromo-2-methyl-3-((tetrahydro-2H-pyran-4-yl)amino)benzoate (14 g, 42.7 mmol) in dichloroethane (150 mL) was added acetaldehyde (3.75 g, 85.2 mmol) and acetic acid (15.3 g, 256 mmol). The resulting reaction mixture was stirred at room temperature for 15 minutes. The mixture was cooled to 0° C. and sodium triacetoxyborohydride (27 g, 128 mmol) was added. The reaction mixture was stirred at room temperature for 3 hours. Upon completion of the reaction as determined... Starting materials: [N+](=O)([O-])[O-].[Na+] (sodium nitrate), FC(C(=O)NC=1C=C2NC(C(NC2=CC1)=O)=O)(F)F (6-trifluoroacetamido-2,3(1H,4H)-quinoxalinedione), ice water. Yields the product FC(C(=O)NC=1C=C2NC(C(NC2=CC1[N+](=O)[O-])=O)=O)(F)F (6-trifluoroacetamido-7-nitro-2,3(1H,4H)-quinoxalinedione). Solvent: S(O)(O)(=O)=O (sulfuric acid). Reaction SMILES: [F:1][C:2]([F:19])([F:18])[C:3]([NH:5][C:6]1[CH:7]=[C:8]2[C:13](=[CH:14][CH:15]=1)[NH:12][C:11](=[O:16])[C:10](=[O:17])[NH:9]2)=[O:4].[N+:20]([O-])([O-:22])=[O:21].[Na+]>S(=O)(=O)(O)O>[F:19][C:2]([F:1])([F:18])[C:3]([NH:5][C:6]1[CH:7]=[C:8]2[C:13](=[CH:14][C:15]=1[N+:20]([O-:22])=[O:21])[NH:12][C:11](=[O:16])[C:10](=[O:17])[NH:9]2)=[O:4] |f:1.2|. Reaction conditions: time 30 minute. Procedure details: A solution of 39 g (0.14 mol) of 6-trifluoroacetamido-2,3(1H,4H)-quinoxalinedione in 500 ml of concentrated sulfuric acid was cooled to 0° C., 12.1 g (0.14 mol) of sodium nitrate were added a little at a time, and the mixture was stirred at room temperature for 30 minutes. It was then poured into ice-water, and the crude product was filtered off and worked up by conventional methods. Starting materials: C(C1=CC=CC=C1)[C@@H]1N(C(OC1)=O)C(CC1=CC(=C(C=C1)Cl)Cl)=O ((S)-4-benzyl-3-(3,4-dichlorophenyl)acetyl-2-oxazolidinone), C(C=C)I (allyl iodide), O1CCCC1 (tetrahydrofuran), C[Si](C)(C)[N-][Si](C)(C)C.[Na+] (sodium bis(trimethylsilyl)amide). Solvent: C(C)(=O)OCC.CCCCCC (ethyl acetate hexane). Conditions: time 30 minute. Yields the product C(C1=CC=CC=C1)[C@@H]1N(C(OC1)=O)C(C(CC=C)C1=CC(=C(C=C1)Cl)Cl)=O ((S)-4-benzyl-3-(2-(3,4-dichlorophenyl)pent-4-enoyl)-2-oxazolidinone). Reaction SMILES: [CH2:1]([C@H:8]1[CH2:12][O:11][C:10](=[O:13])[N:9]1[C:14](=[O:24])[CH2:15][C:16]1[CH:21]=[CH:20][C:19]([Cl:22])=[C:18]([Cl:23])[CH:17]=1)[C:2]1[CH:7]=[CH:6][CH:5]=[CH:4][CH:3]=1.O1C[CH2:28][CH2:27][CH2:26]1.C[Si]([N-][Si](C)(C)C)(C)C.[Na+].C(I)C=C>C(OCC)(=O)C.CCCCCC>[CH2:1]([C@H:8]1[CH2:12][O:11][C:10](=[O:13])[N:9]1[C:14](=[O:24])[CH:15]([C:16]1[CH:21]=[CH:20][C:19]([Cl:22])=[C:18]([Cl:23])[CH:17]=1)[CH2:28][CH:27]=[CH2:26])[C:2]1[CH:3]=[CH:4][CH:5]=[CH:6][CH:7]=1 |f:2.3,5.6|. Procedure details: Combine (S)-4-benzyl-3-(3,4-dichlorophenyl)acetyl-2-oxazolidinone (13.9 g, 38.2 mmol) and tetrahydrofuran (140 mL). Cool in a dry-ice/acetone bath. Add dropwise a solution of sodium bis(trimethylsilyl)amide (42 mL, 1.0 M in tetrahydrofuran, 42 mmol). After 30 minutes, add allyl iodide (19 g, 114.5 mmol) and then replace the bath with a dry-ice/carbon tetrachloride bath. After 1 hour, partition the reaction the reaction mixture between a saturated aqueous ammonium chloride solution and diethyl et... The yield is 80.0%. Starting materials: CC1=C(C(=CC=C1)CC)N=COCC (Ethyl N-(2-methyl-6-ethylphenyl)formimidate), benzyl anion, C(CCC)NCCCC (di-n-butylamine), C(CCC)[N-]CCCC.[K+] (potassium di-n-butylamide), CC1=C(C(=CC=C1)CC)N=COCC (ethyl N-(2-methyl-6-ethylphenyl)formimidate), [NH2-].[K+] (potassium amide). Run in C(C)O (ethyl alcohol). Reaction conditions: temperature 159 celsius, time 0.5 hour. As a reaction SMILES: [CH3:1][C:2]1[CH:7]=[CH:6][CH:5]=[C:4]([CH2:8][CH3:9])[C:3]=1[N:10]=[CH:11]OCC.C(NCCCC)CCC.C([N-]CCCC)CCC.[K+].[NH2-].[K+]>C(O)C>[CH2:8]([C:4]1[CH:5]=[CH:6][CH:7]=[C:2]2[C:3]=1[NH:10][CH:11]=[CH:1]2)[CH3:9] |f:2.3,4.5|. Procedure details: Ethyl N-(2-methyl-6-ethylphenyl)formimidate (65.9 g.) in 50 ml. of di-n-butylamine was slowly added, over about 5 minutes, to the potassium di-n-butylamide reaction mixture at 20° C. The metallation and cyclization reactions were substantially instantaneous under these reaction conditions. The transient appearance of a deep red color characteristic of benzyl anion was developed and discharged immediately upon contact of ethyl N-(2-methyl-6-ethylphenyl)formimidate with the potassium amide reactio... The product is C(C)C=1C=CC=C2C=CNC12 (7-ethylindole). Reactants: CCOC(=O)Cc1csc(NC(=O)c2cc(OCC)cc(OCC)c2)n1, Cl, [Li+], C1CCOC1, [OH-]. Yields the product CCOc1cc(OCC)cc(C(=O)Nc2nc(CC(=O)O)cs2)c1. RXN SMILES: [CH2:1]([CH3:2])[O:3][C:4]([CH2:5][c:6]1[n:7][c:8]([NH:11][C:12]([c:13]2[cH:14][c:15]([O:22][CH2:23][CH3:24])[cH:16][c:17]([O:19][CH2:20][CH3:21])[cH:18]2)=[O:25])[s:9][cH:10]1)=[O:26].[ClH:29].[Li+:28].[O:30]1[CH2:31][CH2:32][CH2:33][CH2:34]1.[OH-:27]>>[O:3]=[C:4]([CH2:5][c:6]1[n:7][c:8]([NH:11][C:12]([c:13]2[cH:14][c:15]([O:22][CH2:23][CH3:24])[cH:16][c:17]([O:19][CH2:20][CH3:21])[cH:18]2)=[O:25])[s:9][cH:10]1)[OH:26].